From a dataset of the Open Reaction Database (ORD), a public repository of structured organic reaction records. describe an organic reaction: reactants, conditions, products, and yield The reactants are N#CCc1ccccc1, Cc1ccccc1, CS(C)=O, O=S(=O)([O-])CCCc1ccc(Cl)cc1, [Na+], [OH-], O. The product is N#CC(CCc1ccc(Cl)cc1)c1ccccc1. RXN SMILES: [CH2:1]([c:2]1[cH:3][cH:4][cH:5][cH:6][cH:7]1)[C:8]#[N:9].[CH3:24][c:25]1[cH:26][cH:27][cH:28][cH:29][cH:30]1.[CH3:34][S:35]([CH3:36])=[O:37].[Cl:10][c:11]1[cH:12][cH:13][c:14]([CH2:15][CH2:16][CH2:17][S:18]([O-:19])(=[O:20])=[O:21])[cH:22][cH:23]1.[Na+:32].[OH-:31].[OH2:33]>>[CH:1]([c:2]1[cH:3][cH:4][cH:5][cH:6][cH:7]1)([C:8]#[N:9])[CH2:16][CH2:15][c:14]1[cH:13][cH:12][c:11]([Cl:10])[cH:23][cH:22]1. Starting materials: C(C1=CC=CC=C1)(=O)C1=C(C=CC=C1)N[C@H](C(=O)OCC)CC1=CC=C(C=C1)C1=CC(=CC=C1)NC (ethyl (S)-2-(2-benzoylphenylamino)-3-(3′-methylaminobiphenyl-4-yl)propionate), N[C@H](C(=O)OCC)CC1=CC=C(C=C1)C1=CC(=CC=C1)CNCC(C1=CC=CC=C1)=O (ethyl (S)-2-amino-3-{3′-[(benzoylmethyl-amino)methyl]biphenyl-4-yl}propionate), O=C1C(CCCC1)C(=O)OCC (ethyl 2-oxocyclohexanecarboxylate). Product: C(C1=CC=CC=C1)(=O)CNCC=1C=C(C=CC1)C1=CC=C(C=C1)C[C@@H](C(=O)OCC)NC1=C(C(=O)OCC)C=CC=C1 (ethyl (S)-2-(2-{3′-[(benzoylmethylamino)methyl]biphenyl-4-yl}-1-ethoxycarbonylethylamino)-benzoate). Isolated yield 9.9%. RXN SMILES: C(C1C=CC=CC=1N[C@@H](CC1C=CC(C2C=CC=C(NC)C=2)=CC=1)C(OCC)=O)(=O)C1C=CC=CC=1.[NH2:37][C@@H:38]([CH2:44][C:45]1[CH:50]=[CH:49][C:48]([C:51]2[CH:56]=[CH:55][CH:54]=[C:53]([CH2:57][NH:58][CH2:59][C:60](=[O:67])[C:61]3[CH:66]=[CH:65][CH:64]=[CH:63][CH:62]=3)[CH:52]=2)=[CH:47][CH:46]=1)[C:39]([O:41][CH2:42][CH3:43])=[O:40].O=[C:69]1[CH2:74][CH2:73][CH2:72][CH2:71][CH:70]1[C:75]([O:77][CH2:78][CH3:79])=[O:76]>>[C:60]([CH2:59][NH:58][CH2:57][C:53]1[CH:52]=[C:51]([C:48]2[CH:47]=[CH:46][C:45]([CH2:44][C@H:38]([NH:37][C:71]3[CH:72]=[CH:73][CH:74]=[CH:69][C:70]=3[C:75]([O:77][CH2:78][CH3:79])=[O:76])[C:39]([O:41][CH2:42][CH3:43])=[O:40])=[CH:50][CH:49]=2)[CH:56]=[CH:55][CH:54]=1)(=[O:67])[C:61]1[CH:62]=[CH:63][CH:64]=[CH:65][CH:66]=1. Procedure: In a manner similar to the preparation of the ethyl (S)-2-(2-benzoylphenylamino)-3-(3′-methylaminobiphenyl-4-yl)propionate (Example 1 g), using 6.7 g (16.1 mmol) of ethyl (S)-2-amino-3-{3′-[(benzoylmethyl-amino)methyl]biphenyl-4-yl}propionate (Example 28f) and 3 ml (19.3 mmol) of ethyl 2-oxocyclohexanecarboxylate, 0.90 g of ethyl (S)-2-(2-{3′-[(benzoylmethylamino)methyl]biphenyl-4-yl}-1-ethoxycarbonylethylamino)-benzoate is isolated with a 10% yield.